Dataset: the Open Reaction Database (ORD), a public repository of structured organic reaction records. Task: describe an organic reaction: reactants, conditions, products, and yield Yield: 14.9%. Starting materials: ester, COC(C1=C(C=CC(=C1)C=1SC=C(N1)C1=CC(=C(C=C1)Cl)Cl)Br)=O (2-bromo-5-[4-(3,4-dichloro-phenyl)-thiazol-2-yl]-benzoic acid methyl ester), COC(C1=C(C=CC(=C1)C=1SC=C(N1)C1=CC(=C(C=C1)Cl)Cl)Br)=O (2-bromo-5-[4-(3,4-dichloro-phenyl)-thiazol-2-yl]-benzoic acid methyl ester), C(C)(C)C1=NC=NC=C1B(O)O (4-isopropylpyrimidine-5-boronic acid). Procedure details: Using the conditions of General Procedure B for Suzuki Coupling and Hydrolysis in Parallel Mode, 2-bromo-5-[4-(3,4-dichloro-phenyl)-thiazol-2-yl]-benzoic acid methyl ester (which may be prepared as described for Intermediate 6; 89 mg, 0.2 mmol) was reacted with and 4-isopropylpyrimidine-5-boronic acid (available from Combi-Blocks Inc.; 66 mg, 0.4 mmol). The resulting ester was hydrolyzed and the acid was purified to give 5-[4-(3,4-dichloro-phenyl)-thiazol-2-yl]-2-(4-isopropyl-pyrimidin-5-yl)-ben... The product is ClC=1C=C(C=CC1Cl)C=1N=C(SC1)C=1C=CC(=C(C(=O)O)C1)C=1C(=NC=NC1)C(C)C (5-[4-(3,4-dichloro-phenyl)-thiazol-2-yl]-2-(4-isopropyl-pyrimidin-5-yl)-benzoic acid). Reaction SMILES: C[O:2][C:3](=[O:24])[C:4]1[CH:9]=[C:8]([C:10]2[S:11][CH:12]=[C:13]([C:15]3[CH:20]=[CH:19][C:18]([Cl:21])=[C:17]([Cl:22])[CH:16]=3)[N:14]=2)[CH:7]=[CH:6][C:5]=1Br.[CH:25]([C:28]1[C:33](B(O)O)=[CH:32][N:31]=[CH:30][N:29]=1)([CH3:27])[CH3:26]>>[Cl:22][C:17]1[CH:16]=[C:15]([C:13]2[N:14]=[C:10]([C:8]3[CH:7]=[CH:6][C:5]([C:33]4[C:28]([CH:25]([CH3:27])[CH3:26])=[N:29][CH:30]=[N:31][CH:32]=4)=[C:4]([CH:9]=3)[C:3]([OH:2])=[O:24])[S:11][CH:12]=2)[CH:20]=[CH:19][C:18]=1[Cl:21].